Dataset: the Open Reaction Database (ORD), a public repository of structured organic reaction records. Task: describe an organic reaction: reactants, conditions, products, and yield Starting materials: Cl.ClC=1C=C(C=C(C1)NC=1C2=C(N=CN1)SC1=C2CCNC1)O (3-Chloro-5-(5,6,7,8-tetrahydropyrido[4′,3′:4,5]thieno[2,3-d]pyrimidin-4-ylamino)phenol hydrochloride), Cl.CN(C/C=C/C(=O)O)C(C)C ((2E)-4-[methyl(1-methylethyl)amino]but-2-enoic acid hydrochloride). Product: ClC=1C=C(C=C(C1)NC=1C2=C(N=CN1)SC1=C2CCN(C1)C(\C=C\CN(C(C)C)C)=O)O (3-Chloro-5-[(7-{(2E)-4-[methyl(1-methylethyl)amino]but-2-enoyl}-5,6,7,8-tetrahydropyrido[4′,3′:4,5]thieno[2,3-d]pyrimidin-4-yl)amino]phenol). Reaction SMILES: Cl.[Cl:2][C:3]1[CH:4]=[C:5]([OH:23])[CH:6]=[C:7]([NH:9][C:10]2[C:11]3[C:18]4[CH2:19][CH2:20][NH:21][CH2:22][C:17]=4[S:16][C:12]=3[N:13]=[CH:14][N:15]=2)[CH:8]=1.Cl.[CH3:25][N:26]([CH:33]([CH3:35])[CH3:34])[CH2:27]/[CH:28]=[CH:29]/[C:30](O)=[O:31]>>[Cl:2][C:3]1[CH:4]=[C:5]([OH:23])[CH:6]=[C:7]([NH:9][C:10]2[C:11]3[C:18]4[CH2:19][CH2:20][N:21]([C:30](=[O:31])/[CH:29]=[CH:28]/[CH2:27][N:26]([CH3:25])[CH:33]([CH3:35])[CH3:34])[CH2:22][C:17]=4[S:16][C:12]=3[N:13]=[CH:14][N:15]=2)[CH:8]=1 |f:0.1,2.3|. Reported procedure: The title compound was prepared in analogy to Example 122 from 3-chloro-5-(5,6,7,8-tetrahydropyrido[4′,3′:4,5]thieno[2,3-d]pyrimidin-4-ylamino)phenol hydrochloride from Example 65A (100 mg, 0.27 mmol) and (2E)-4-[methyl(1-methylethyl)amino]but-2-enoic acid hydrochloride from Example 2A (73 mg, 0.38 mmol) to yield 24 mg (19%) as tan crystals. Starting materials: C(C)(=O)N[C@H]1[C@H](O[C@@H]([C@H]([C@@H]1OC(C)=O)OC(C)=O)COC(C)=O)Cl (2-acetamido-3,4,6-tri-O-acetyl-2-deoxy-α-D-glucopyranosyl chloride), C(C)OC(=O)CCCCCO (5-ethoxycarbonyl-1-pentanol). The solvent is C(Cl)(Cl)Cl (chloroform). Product: C(C)(=O)N[C@H]1[C@H](OCCCCCC(=O)OCC)O[C@@H]([C@H]([C@@H]1OC(C)=O)OC(C)=O)COC(C)=O (5-ethoxycarbonylpentyl 2-acetamido-3,4,6-tri-O-acetyl-2-deoxy-β-D-glucopyranoside). The yield is 74.0%. Reaction SMILES: [C:1]([NH:4][C@@H:5]1[C@@H:10]([O:11][C:12](=[O:14])[CH3:13])[C@H:9]([O:15][C:16](=[O:18])[CH3:17])[C@@H:8]([CH2:19][O:20][C:21](=[O:23])[CH3:22])[O:7][C@@H:6]1Cl)(=[O:3])[CH3:2].[CH2:25]([O:27][C:28]([CH2:30][CH2:31][CH2:32][CH2:33][CH2:34][OH:35])=[O:29])[CH3:26]>C(Cl)(Cl)Cl>[C:1]([NH:4][C@@H:5]1[C@@H:10]([O:11][C:12](=[O:14])[CH3:13])[C@H:9]([O:15][C:16](=[O:18])[CH3:17])[C@@H:8]([CH2:19][O:20][C:21](=[O:23])[CH3:22])[O:7][C@H:6]1[O:35][CH2:34][CH2:33][CH2:32][CH2:31][CH2:30][C:28]([O:27][CH2:25][CH3:26])=[O:29])(=[O:3])[CH3:2]. Procedure: Condensation of 2-acetamido-3,4,6-tri-O-acetyl-2-deoxy-α-D-glucopyranosyl chloride with 5-ethoxycarbonyl-1-pentanol under the same conditions as reported in example II gave a 74% yield of 5-ethoxycarbonylpentyl 2-acetamido-3,4,6-tri-O-acetyl-2-deoxy-β-D-glucopyranoside, mp 101°-102°, [α]D25 -16.8° (c 1.06, chloroform). De-O-acetylation of this compound using sodium methoxide gave after crystallization a 92% yield of 4 mp 154°-155° (melts and resolidifies) remelts 167°, [α]D18 -25.5° (c 1.1, wate... The reactants are FC=1C=C(C(=O)OCC#C)C=C(C1F)F (2-propynyl 3,4,5-trifluorobenzoate), C(C#C)O (propargyl alcohol), CN(C)C=O (DMF), [H-].[Na+] (sodium hydride). Run in O (water). Conditions: temperature 0 celsius, time 30 minute. Yields the product FC=1C=C(C(=O)OCC#C)C=C(C1OCC#C)F (2-propynyl 3,5-difluoro-4-(2-propynyloxy)benzoate). Isolated yield 49.6%. RXN SMILES: [F:1][C:2]1[CH:3]=[C:4]([CH:11]=[C:12]([F:15])[C:13]=1F)[C:5]([O:7][CH2:8][C:9]#[CH:10])=[O:6].[CH2:16]([OH:19])[C:17]#[CH:18].CN(C=O)C.[H-].[Na+]>O>[F:15][C:12]1[CH:11]=[C:4]([CH:3]=[C:2]([F:1])[C:13]=1[O:19][CH2:16][C:17]#[CH:18])[C:5]([O:7][CH2:8][C:9]#[CH:10])=[O:6] |f:3.4|. Procedure details: To a mixture obtained by adding 5.0 g of 2-propynyl 3,4,5-trifluorobenzoate and 1.7 g of propargyl alcohol to 20 ml of DMF was added 1.1 g of 60% sodium hydride (oily) at 0° C. The resulting mixture was stirred at 0° C. for 30 minutes, and then at room temperature for 1 hour. Thereafter, water was added to the reaction mixture, followed by extraction with ethyl acetate. The organic layer was dried over magnesium sulfate, and concentrated under reduced pressure. The residue was subjected to silic... The reactants are [OH-].[Na+] (sodium hydroxide), F[B-](F)(F)F.C[O+](C)C (Trimethyloxonium fluoroborate), C(C)N(CCCS(=O)(=N)C1=CC=C(C=C1)[N+](=O)[O-])CC (N,N-diethyl-3-[S-(4-nitrophenyl)sulfonimidoyl]-1-propanamine), O (Water). Run in C(Cl)Cl (methylene chloride). Conditions: temperature -20 celsius, time 1 hour. Product: F[B-](F)(F)F.C(C)[N+](CCCS(=O)(=N)C1=CC=C(C=C1)[N+](=O)[O-])(C)CC (N,N-Diethyl-N-methyl-3-[S-(4-nitrophenyl)sulfonimidoyl]propanaminium tetrafluoroborate). As a reaction SMILES: [F:1][B-:2]([F:5])([F:4])[F:3].[CH3:6][O+](C)C.[CH2:10]([N:12]([CH2:28][CH3:29])[CH2:13][CH2:14][CH2:15][S:16]([C:19]1[CH:24]=[CH:23][C:22]([N+:25]([O-:27])=[O:26])=[CH:21][CH:20]=1)(=[NH:18])=[O:17])[CH3:11].O.[OH-].[Na+]>C(Cl)Cl>[F:1][B-:2]([F:5])([F:4])[F:3].[CH2:28]([N+:12]([CH2:10][CH3:11])([CH3:6])[CH2:13][CH2:14][CH2:15][S:16]([C:19]1[CH:24]=[CH:23][C:22]([N+:25]([O-:27])=[O:26])=[CH:21][CH:20]=1)(=[NH:18])=[O:17])[CH3:29] |f:0.1,4.5,7.8|. Procedure details: Trimethyloxonium fluoroborate (3.81 g, 25.6 mmol) was added to a solution of N,N-diethyl-3-[S-(4-nitrophenyl)sulfonimidoyl]-1-propanamine (7.7 g, 25.6 mmol) in methylene chloride (50 mL) maintained at -20° C. After 15 min the reaction mixture was warmed to 0° C. for 30 min and then to ambient temperature for 1 h. Water (100 mL) was added to the reaction mixture, and the reaction mixture was made basic with 10% sodium hydroxide. The biphasic mixture containing insoluble material was filtered. The... The reactants are C[Si](C)(C)N=C=O, CC(NO)c1ccc2c(c1)Sc1ccccc1O2, C1CCOC1, O. Product: CC(c1ccc2c(c1)Sc1ccccc1O2)N(O)C(N)=O. RXN SMILES: [CH3:19][Si:20]([CH3:21])([CH3:22])[N:23]=[C:24]=[O:25].[NH:1]([OH:2])[CH:3]([CH3:4])[c:5]1[cH:6][c:7]2[c:16]([cH:17][cH:18]1)[O:15][c:14]1[c:9]([cH:10][cH:11][cH:12][cH:13]1)[S:8]2.[O:27]1[CH2:28][CH2:29][CH2:30][CH2:31]1.[OH2:26]>>[N:1]([OH:2])([CH:3]([CH3:4])[c:5]1[cH:6][c:7]2[c:16]([cH:17][cH:18]1)[O:15][c:14]1[c:9]([cH:10][cH:11][cH:12][cH:13]1)[S:8]2)[C:24]([NH2:23])=[O:25]. Reactants: ClC1=C(N)C=CC(=C1)OC1=CC=NC2=CC(=C(C=C12)OC)OC (2-Chloro-4-[(6,7-dimethoxy-4-quinolyl)oxy]aniline), C1(=CC=CC=C1)C (toluene), ClC1=C(C=CC=C1)C(=O)N=C=S (2-chloro-1-benzenecarbonyl isothiocyanate). The solvent is C(C)O (ethanol), C(C)O (ethanol). Conditions: time 2 hour. Product: ClC1=C(C(=O)NC(=S)NC2=C(C=C(C=C2)OC2=CC=NC3=CC(=C(C=C23)OC)OC)Cl)C=CC=C1 (N-(2-Chlorobenzoyl)-N′-{2-chloro-4-[(6,7-dimethoxy-4-quinolyl)oxy]phenyl}thiourea). Yield: 48.0%. RXN SMILES: [Cl:1][C:2]1[CH:7]=[CH:6][CH:5]=[CH:4][C:3]=1[C:8]([N:10]=[C:11]=[S:12])=[O:9].[Cl:13][C:14]1[CH:20]=[C:19]([O:21][C:22]2[C:31]3[C:26](=[CH:27][C:28]([O:34][CH3:35])=[C:29]([O:32][CH3:33])[CH:30]=3)[N:25]=[CH:24][CH:23]=2)[CH:18]=[CH:17][C:15]=1[NH2:16].C1(C)C=CC=CC=1>C(O)C>[Cl:1][C:2]1[CH:7]=[CH:6][CH:5]=[CH:4][C:3]=1[C:8]([NH:10][C:11]([NH:16][C:15]1[CH:17]=[CH:18][C:19]([O:21][C:22]2[C:31]3[C:26](=[CH:27][C:28]([O:34][CH3:35])=[C:29]([O:32][CH3:33])[CH:30]=3)[N:25]=[CH:24][CH:23]=2)=[CH:20][C:14]=1[Cl:13])=[S:12])=[O:9]. Procedure: Commercially available 2-chloro-1-benzenecarbonyl isothiocyanate (50 μl) was dissolved in ethanol (1 ml) to prepare a solution. 2-Chloro-4-[(6,7-dimethoxy-4-quinolyl)oxy]aniline (50 mg), toluene (5 ml), and ethanol (1 ml) were added to the solution, and the mixture was stirred at room temperature for 2 hr. The reaction solution was concentrated, and the residue was purified by chromatography on silica gel using chloroform/acetone for development to give the title compound (38 mg, yield 48%). Starting materials: N1C(CCC1)=O (pyrrolidin-2-one), BrC=1C=NC=C(C1)Br (3,5-dibromopyridine). Yields the product BrC=1C=C(C=NC1)N1C(CCC1)=O (1-(5-Bromo-pyridin-3-yl)-pyrrolidin-2-one). RXN SMILES: [NH:1]1[CH2:5][CH2:4][CH2:3][C:2]1=[O:6].[Br:7][C:8]1[CH:9]=[N:10][CH:11]=[C:12](Br)[CH:13]=1>>[Br:7][C:8]1[CH:13]=[C:12]([N:1]2[CH2:5][CH2:4][CH2:3][C:2]2=[O:6])[CH:11]=[N:10][CH:9]=1. Procedure: In analogy to the procedure described for the preparation of intermediate A-9, pyrrolidin-2-one has been coupled to 3,5-dibromopyridine to yield the title compound as a light yellow solid. MS: 241.0, 243.0 (M+H+). The reactants are C(C)(C)OC(=O)N1CCC(CC1)ON=C1CCN(CC1)C1=C(C=C(C(=C1)F)N)F (4-[1-(4-Amino-2,5-difluoro-phenyl)-piperidin-4-ylideneaminooxy]-piperidine-1-carboxylic acid isopropyl ester), [O-]C#N.[K+] (potassium cyanate), C(C)(=O)O (acetic acid). Reaction conditions: time 2 hour. Run in C1CCOC1 (THF), O (water), O (water). Product: C(C)(C)OC(=O)N1CCC(CC1)ON=C1CCN(CC1)C1=C(C=C(C(=C1)F)NC(=O)N)F (4-[1-(2,5-Difluoro-4-ureido-phenyl)-piperidin-4-ylideneaminooxy]-piperidine-1-carboxylic acid isopropyl ester). Reaction SMILES: [CH:1]([O:4][C:5]([N:7]1[CH2:12][CH2:11][CH:10]([O:13][N:14]=[C:15]2[CH2:20][CH2:19][N:18]([C:21]3[CH:26]=[C:25]([F:27])[C:24]([NH2:28])=[CH:23][C:22]=3[F:29])[CH2:17][CH2:16]2)[CH2:9][CH2:8]1)=[O:6])([CH3:3])[CH3:2].[O-:30][C:31]#[N:32].[K+].C(O)(=O)C>C1COCC1.O>[CH:1]([O:4][C:5]([N:7]1[CH2:12][CH2:11][CH:10]([O:13][N:14]=[C:15]2[CH2:20][CH2:19][N:18]([C:21]3[CH:26]=[C:25]([F:27])[C:24]([NH:28][C:31]([NH2:32])=[O:30])=[CH:23][C:22]=3[F:29])[CH2:17][CH2:16]2)[CH2:9][CH2:8]1)=[O:6])([CH3:3])[CH3:2] |f:1.2|. Procedure: To a solution of 34-1 (72.5 mg, 0.18 mmol) in THF (1 mL) and water (1 mL), was added potassium cyanate (30 mg, 0.37 mmol), acetic acid (0.2 mL) and water (1.8 mL). The biphasic solution was stirred at room temperature for 2 h then concentrated, dissolved in DCM and purified on preparative HPLC to give 37-1: LC-MS 454.1 (MH), tR=6.42 (Method 2). EC50: 71 nM. The reactants are Cl.Cl.ClC1=NN(C=C1N(C(CCNC)=O)CC)C=1C=NC=CC1 (N-(3-chloro-1-(pyridin-3-yl)-1H-pyrazol-4-yl)-N-ethyl-3-(methylamino) propanamide dihydrochloride), CCN(C(C)C)C(C)C (DIPEA), C(Cl)Cl (CH2Cl2), C(C)(=O)Cl (acetyl chloride), C(Cl)Cl (CH2Cl2). Reaction conditions: time 16 hour. The product is ClC1=NN(C=C1N(C(CCN(C(C)=O)C)=O)CC)C=1C=NC=CC1 (N-(3-chloro-1-(pyridin-3-yl)-1H-pyrazol-4-yl)-N-ethyl-3-(N-methylacetamido) propanamide), oil. Yield: 45.0%. RXN SMILES: Cl.Cl.ClC1[C:8]([N:9]([CH2:16][CH3:17])[C:10](=[O:15])[CH2:11][CH2:12][NH:13][CH3:14])=[CH:7][N:6]([C:18]2[CH:19]=[N:20][CH:21]=[CH:22][CH:23]=2)[N:5]=1.CCN(C(C)C)C(C)C.[C:33](Cl)(=[O:35])[CH3:34].[CH2:37]([Cl:39])Cl>>[Cl:39][C:37]1[C:8]([N:9]([CH2:16][CH3:17])[C:10](=[O:15])[CH2:11][CH2:12][N:13]([CH3:14])[C:33](=[O:35])[CH3:34])=[CH:7][N:6]([C:18]2[CH:19]=[N:20][CH:21]=[CH:22][CH:23]=2)[N:5]=1 |f:0.1.2|. Reported procedure: To a stirred solution of N-(3-chloro-1-(pyridin-3-yl)-1H-pyrazol-4-yl)-N-ethyl-3-(methylamino) propanamide dihydrochloride (0.060 g, 0.16 mmol) in CH2Cl2 (0.5 mL) was added DIPEA (0.081 g, 0.60 mmol) followed by acetyl chloride (0.019 mg, 0.24 mmol). The reaction mixture was stirred for 16 hours. The reaction mixture was then diluted with CH2Cl2 and washed with water. The organic phase was separated, dried, concentrated, and then purified by silica gel chromatography eluting with 0%-10% MeOH/CH2... Starting materials: C(C1=CC=CC=C1)NC (N-benzyl-N-methylamine), CN1C(OC2=C1C=CC(=C2)CCBr)=O (3-methyl-6-(2-bromoethyl)-benzoxazolinone). The product is CN1C(OC2=C1C=CC(=C2)CCN(C)CC2=CC=CC=C2)=O (3-Methyl-6-[2-(N-benzyl-N-methylamino)-ethyl]-benzoxazolinone). Yield: 65.0%. Reaction SMILES: [CH2:1]([NH:8][CH3:9])[C:2]1[CH:7]=[CH:6][CH:5]=[CH:4][CH:3]=1.[CH3:10][N:11]1[C:15]2[CH:16]=[CH:17][C:18]([CH2:20][CH2:21]Br)=[CH:19][C:14]=2[O:13][C:12]1=[O:23]>>[CH3:10][N:11]1[C:15]2[CH:16]=[CH:17][C:18]([CH2:20][CH2:21][N:8]([CH2:1][C:2]3[CH:7]=[CH:6][CH:5]=[CH:4][CH:3]=3)[CH3:9])=[CH:19][C:14]=2[O:13][C:12]1=[O:23]. Procedure: By following the procedure indicated in Example 6, but starting from 0.04 mol (4.90 g) of N-benzyl-N-methylamine and 0.02 mol (5.10 g) of 3-methyl-6-(2-bromoethyl)-benzoxazolinone, 3.85 g of the title compound having a melting point of 72°-73° C. were obtained after recrystallisation from hexane.